Dataset: the Open Reaction Database (ORD), a public repository of structured organic reaction records. Task: describe an organic reaction: reactants, conditions, products, and yield Starting materials: CC1=NN=C(O1)C=1C=CC2=C(C(=CO2)C2=CC=C(C=C2)CO)C1 ([4-[5-(5-methyl-1,3,4-oxadiazol-2-yl)-1-benzofuran-3-yl]phenyl]methanol), S(=O)(Cl)Cl (thionyl chloride). The solvent is ClCCCl (1,2-dichloroethane). Yields the product ClCC1=CC=C(C=C1)C1=COC2=C1C=C(C=C2)C=2OC(=NN2)C (2-[3-[4-(chloromethyl)phenyl]-1-benzofuran-5-yl]-5-methyl-1,3,4-oxadiazole). RXN SMILES: [CH3:1][C:2]1[O:6][C:5]([C:7]2[CH:8]=[CH:9][C:10]3[O:14][CH:13]=[C:12]([C:15]4[CH:20]=[CH:19][C:18]([CH2:21]O)=[CH:17][CH:16]=4)[C:11]=3[CH:23]=2)=[N:4][N:3]=1.S(Cl)([Cl:26])=O>ClCCCl>[Cl:26][CH2:21][C:18]1[CH:19]=[CH:20][C:15]([C:12]2[C:11]3[CH:23]=[C:7]([C:5]4[O:6][C:2]([CH3:1])=[N:3][N:4]=4)[CH:8]=[CH:9][C:10]=3[O:14][CH:13]=2)=[CH:16][CH:17]=1. Procedure: To a solution of [4-[5-(5-methyl-1,3,4-oxadiazol-2-yl)-1-benzofuran-3-yl]phenyl]methanol (204 mg, 0.66 mmol) in 1,2-dichloroethane (5 mL) was added thionyl chloride (0.240 mL, 3.33 mmol), and the resulting mixture was heated under reflux for 1 hr. After cooling, the reaction mixture was concentrated under reduced pressure to give crude 2-[3-[4-(chloromethyl)phenyl]-1-benzofuran-5-yl]-5-methyl-1,3,4-oxadiazole as yellow crystals.